Dataset: the Open Reaction Database (ORD), a public repository of structured organic reaction records. Task: describe an organic reaction: reactants, conditions, products, and yield Starting materials: CO, FC(F)=CCC(C1CCCC1)n1cc(-c2ncnc3[nH]ccc23)cn1, O=C(O)C(F)(F)F, [H][H]. Yields the product FC(F)CCC(C1CCCC1)n1cc(-c2ncnc3[nH]ccc23)cn1, O=C(O)C(F)(F)F. Reaction SMILES: [CH3:35][OH:36].[CH:8]1([CH:13]([CH2:14][CH:15]=[C:16]([F:17])[F:18])[n:19]2[n:20][cH:21][c:22](-[c:24]3[c:25]4[c:26]([n:27][cH:28][n:29]3)[nH:30][cH:31][cH:32]4)[cH:23]2)[CH2:9][CH2:10][CH2:11][CH2:12]1.[F:1][C:2]([C:3](=[O:4])[OH:5])([F:6])[F:7].[H:33][H:34]>>[CH:8]1([CH:13]([CH2:14][CH2:15][CH:16]([F:17])[F:18])[n:19]2[n:20][cH:21][c:22](-[c:24]3[c:25]4[c:26]([n:27][cH:28][n:29]3)[nH:30][cH:31][cH:32]4)[cH:23]2)[CH2:9][CH2:10][CH2:11][CH2:12]1.[F:1][C:2]([C:3](=[O:4])[OH:5])([F:6])[F:7].